Dataset: the Open Reaction Database (ORD), a public repository of structured organic reaction records. Task: describe an organic reaction: reactants, conditions, products, and yield Reactants: CC1=C(N=C(O1)C1=CC=CC=C1)CC=1OC2=C(C1)C=C(C=C2)/C=C(\C#N)/OC2=CC=CC=C2 ((E)-3-[2-(5-methyl-2-phenyl-4-oxazolyl)methyl-5-benzofuranyl]-2-phenoxy-2-propenenitrile), Cl (hydrochloric acid), O (water), C(C)(=O)OCC (ethyl acetate). Run in C(C)O (ethanol), [OH-].[Na+] (sodium hydroxide). Yields the product CC1=C(N=C(O1)C1=CC=CC=C1)CC=1OC2=C(C1)C=C(C=C2)/C=C(\C(=O)N)/OC2=CC=CC=C2 ((E)-3-[2-(5-Methyl-2-phenyl-4-oxazolyl) methyl-5-benzofuranyl]-2-phenoxy-2-propenamide). Reaction SMILES: [CH3:1][C:2]1[O:6][C:5]([C:7]2[CH:12]=[CH:11][CH:10]=[CH:9][CH:8]=2)=[N:4][C:3]=1[CH2:13][C:14]1[O:15][C:16]2[CH:22]=[CH:21][C:20](/[CH:23]=[C:24](/[O:27][C:28]3[CH:33]=[CH:32][CH:31]=[CH:30][CH:29]=3)\[C:25]#[N:26])=[CH:19][C:17]=2[CH:18]=1.O.C(OCC)(=[O:37])C.Cl>C(O)C.[OH-].[Na+]>[CH3:1][C:2]1[O:6][C:5]([C:7]2[CH:8]=[CH:9][CH:10]=[CH:11][CH:12]=2)=[N:4][C:3]=1[CH2:13][C:14]1[O:15][C:16]2[CH:22]=[CH:21][C:20](/[CH:23]=[C:24](/[O:27][C:28]3[CH:33]=[CH:32][CH:31]=[CH:30][CH:29]=3)\[C:25]([NH2:26])=[O:37])=[CH:19][C:17]=2[CH:18]=1 |f:5.6|. Procedure: A solution of (E)-3-[2-(5-methyl-2-phenyl-4-oxazolyl)methyl-5-benzofuranyl]-2-phenoxy-2-propenenitrile (0.19 g, 0.44 mmol) in ethanol (10 ml) and sodium hydroxide (2 ml) was heated to reflux for 24 hours, then cooled, poured into a mixture of water (50 ml) and ethyl acetate and acidified with 6N hydrochloric acid. The layers were separated, the aqueous layer was extracted with ethyl acetate and the combined organic phases were washed with brine, dried over magnesium sulfate and concentrated. The... Starting materials: C(=O)[O-].[Na+] (sodium formate), ice, solution, S1C2=C(C=C1)C=C(C=C2)CCOCCNC(CO)C (2-{[2-(2-benzo[b]thiophen-5-ylethoxy)ethyl]-amino}-1-propanol), [OH-].[Na+] (sodium hydroxide), C(C(C)(C)C)(=O)Cl (pivaloyl chloride), aqueous solution. Run in CC(=O)C (acetone), CC(=O)C (acetone), C(C)(=O)OCC (ethyl acetate), O (Water). Run at time 2 hour. Product: S1C2=C(C=C1)C=C(C=C2)CCOCCN(C=O)C(CO)C (N-[2-(2-benzo[b]thiophen-5-ylethoxy)ethyl]-N-(2-hydroxy-1-methylethyl)-formamide). The yield is 83.6%. As a reaction SMILES: [CH:1]([O-])=[O:2].[Na+].C(Cl)(=O)C(C)(C)C.[S:12]1[CH:16]=[CH:15][C:14]2[CH:17]=[C:18]([CH2:21][CH2:22][O:23][CH2:24][CH2:25][NH:26][CH:27]([CH3:30])[CH2:28][OH:29])[CH:19]=[CH:20][C:13]1=2.[OH-].[Na+]>CC(C)=O.C(OCC)(=O)C.O>[S:12]1[CH:16]=[CH:15][C:14]2[CH:17]=[C:18]([CH2:21][CH2:22][O:23][CH2:24][CH2:25][N:26]([CH:27]([CH3:30])[CH2:28][OH:29])[CH:1]=[O:2])[CH:19]=[CH:20][C:13]1=2 |f:0.1,4.5|. Reported procedure: In 2.4 mL of acetone is suspended 0.38 g of sodium formate, to which is added 0.37 mL of pivaloyl chloride. The mixture is stirred at ambient temperature for 2 hours. Then, at an ice-cooled temperature, 4 mL of a solution of 0.50 g of 2-{[2-(2-benzo[b]thiophen-5-ylethoxy)ethyl]-amino}-1-propanol in acetone is added, and the resulting mixture is stirred at ambient temperature for 2 hours. Water and ethyl acetate are added to the reaction mixture, pH is adjusted to 8.5 with 2 mol/L aqueous solutio... Reactants: SC=1NC2=C(N1)C=CC=C2 (2-mercaptobenzimidazole), COC1=CC=C(C=C1)C1=CC=C(C=C1)S(=O)(=O)NC(C(=O)OC)CC1CO1 (methyl 2-[(4′-methoxy[1,1′-biphenyl]-4-yl)sulfonyl]amino-4,5-epoxypentanoate), compound 20. Product: COC1=CC=C(C=C1)C1=CC=C(C=C1)S(=O)(=O)NC(C(=O)O)CC(CSC=1NC2=C(N1)C=CC=C2)O (2-[(4′-Methoxy[1,1′-biphenyl]-4-yl)sulfonyl]amino-4-hydroxy-5-[2-benzimidazolylthio]-pentanoic acid). As a reaction SMILES: [SH:1][C:2]1[NH:3][C:4]2[CH:10]=[CH:9][CH:8]=[CH:7][C:5]=2[N:6]=1.[CH3:11][O:12][C:13]1[CH:18]=[CH:17][C:16]([C:19]2[CH:24]=[CH:23][C:22]([S:25]([NH:28][CH:29]([CH2:34][CH:35]3[O:37][CH2:36]3)[C:30]([O:32]C)=[O:31])(=[O:27])=[O:26])=[CH:21][CH:20]=2)=[CH:15][CH:14]=1>>[CH3:11][O:12][C:13]1[CH:14]=[CH:15][C:16]([C:19]2[CH:20]=[CH:21][C:22]([S:25]([NH:28][CH:29]([CH2:34][CH:35]([OH:37])[CH2:36][S:1][C:2]3[NH:3][C:4]4[CH:10]=[CH:9][CH:8]=[CH:7][C:5]=4[N:6]=3)[C:30]([OH:32])=[O:31])(=[O:26])=[O:27])=[CH:23][CH:24]=2)=[CH:17][CH:18]=1. Reported procedure: Example 28 is prepared from 2-mercaptobenzimidazole and 1d using the procedure described for compound 20. Reactants: O (water), C(C)(=O)NC1=NC=CC=C1O (2-acetamido-3-hydroxypyridine), Cl.NC=1OC2=C(N1)C=CC(=C2)CCl (2-amino-6-chloromethylbenzoxazolehydrochloride), C([O-])([O-])=O.[K+].[K+] (potassium carbonate). Solvent: CN(C=O)C (N,N-dimethylformamide). Conditions: temperature 40 celsius, time 4.3 hour. The product is C(C)(=O)NC1=NC=CC=C1OCC1=CC2=C(N=C(O2)N)C=C1 (6-(2-acetamido-pyridin-3-yloxymethyl}-2-aminobenzoxazole). The yield is 40.6%. As a reaction SMILES: [C:1]([NH:4][C:5]1[C:10]([OH:11])=[CH:9][CH:8]=[CH:7][N:6]=1)(=[O:3])[CH3:2].Cl.[NH2:13][C:14]1[O:15][C:16]2[CH:22]=[C:21]([CH2:23]Cl)[CH:20]=[CH:19][C:17]=2[N:18]=1.C(=O)([O-])[O-].[K+].[K+].O>CN(C)C=O>[C:1]([NH:4][C:5]1[C:10]([O:11][CH2:23][C:21]2[CH:20]=[CH:19][C:17]3[N:18]=[C:14]([NH2:13])[O:15][C:16]=3[CH:22]=2)=[CH:9][CH:8]=[CH:7][N:6]=1)(=[O:3])[CH3:2] |f:1.2,3.4.5|. Reported procedure: A mixture of 2-acetamido-3-hydroxypyridine (1.3 g), 2-amino-6-chloromethylbenzoxazolehydrochloride (1.5 g) and potassium carbonate (2.8 g) in N,N-dimethylformamide (20 ml) was stirred for 4.3 hours at 40° C. The reaction mixture was added to water and the mixture was extracted with a mixture of ethyl acetate and tetrahydrofuran. The extract was washed with brine and dried over magnesium sulfate. The solvent was evaporated and the residue was crystallized from ethyl acetate to give 6-(2-acetamido... Reactants: CCCCO, Cc1cnc(Nc2cc(Cl)nc(Sc3ccc(NC(=O)C4CC4)cc3)n2)s1, CN(C)C1CNC1, CCN(C(C)C)C(C)C, Cl, Cl. Yields the product Cc1cnc(Nc2cc(N3CC(N(C)C)C3)nc(Sc3ccc(NC(=O)C4CC4)cc3)n2)s1. As a reaction SMILES: [CH2:46]([OH:47])[CH2:48][CH2:49][CH3:50].[CH3:1][c:2]1[cH:3][n:4][c:5]([NH:7][c:8]2[n:9][c:10]([S:15][c:16]3[cH:17][cH:18][c:19]([NH:22][C:23](=[O:24])[CH:25]4[CH2:26][CH2:27]4)[cH:20][cH:21]3)[n:11][c:12]([Cl:14])[cH:13]2)[s:6]1.[CH3:30][N:31]([CH:32]1[CH2:33][NH:34][CH2:35]1)[CH3:36].[CH:37]([N:38]([CH2:39][CH3:40])[CH:41]([CH3:42])[CH3:43])([CH3:44])[CH3:45].[ClH:28].[ClH:29]>>[CH3:1][c:2]1[cH:3][n:4][c:5]([NH:7][c:8]2[n:9][c:10]([S:15][c:16]3[cH:17][cH:18][c:19]([NH:22][C:23](=[O:24])[CH:25]4[CH2:26][CH2:27]4)[cH:20][cH:21]3)[n:11][c:12]([N:34]3[CH2:33][CH:32]([N:31]([CH3:30])[CH3:36])[CH2:35]3)[cH:13]2)[s:6]1.